Dataset: the Open Reaction Database (ORD), a public repository of structured organic reaction records. Task: describe an organic reaction: reactants, conditions, products, and yield Reactants: [BH4-], CO, [Na+], CC(C)(C)OC(=O)N1CC2CC(=O)CC2C1. The product is CC(C)(C)OC(=O)N1CC2CC(O)CC2C1. As a reaction SMILES: [BH4-:1].[CH3:19][OH:20].[Na+:2].[O:3]=[C:4]1[CH2:5][CH:6]2[CH:7]([CH2:8][N:9]([C:11](=[O:12])[O:13][C:14]([CH3:15])([CH3:16])[CH3:17])[CH2:10]2)[CH2:18]1>>[OH:3][CH:4]1[CH2:5][CH:6]2[CH:7]([CH2:8][N:9]([C:11](=[O:12])[O:13][C:14]([CH3:15])([CH3:16])[CH3:17])[CH2:10]2)[CH2:18]1. Conditions: temperature 0 celsius, time 3 hour. Reported procedure: To the phenyl 2,3-dideoxy-1-thio-D-glycero-pentofuranoside (465 mg, 2.21 mmol) was added dimethylformamide (10 ml) under an argon atmosphere and then, sodium hydride (50% oil, 230 mg) having been washed with hexane was added thereto. The resultant mixture was allowed to react at room temperature for 1 hour and cooled to 0° C. To the reaction mixture was added 2-chloro-4-methoxypyridine (519 mg) and a reaction was allowed to proceed for 3 hours. The resultant mixture was gradually heated to room ... Solvent: CCOCC (ether). Reaction SMILES: [S:1]([C:9]1[CH:14]=[CH:13][CH:12]=[CH:11][CH:10]=1)[CH:2]1[O:6][C@H:5]([CH2:7][OH:8])[CH2:4][CH2:3]1.C[N:16](C)C=O.Cl[C:21]1C=[C:25]([O:27][CH3:28])[CH:24]=[CH:23][N:22]=1.O>CCOCC>[CH3:28][O:27][C:25]1[CH:24]=[CH:23][N:22]=[C:21]([O:8][CH2:7][C@H:5]2[O:6][CH:2]([S:1][C:9]3[CH:14]=[CH:13][CH:12]=[CH:11][CH:10]=3)[CH2:3][CH2:4]2)[N:16]=1. Isolated yield 90.0%. Product: COC1=NC(=NC=C1)OC[C@@H]1CCC(SC2=CC=CC=C2)O1 (phenyl 2,3-dideoxy-5-O-(4-methoxy-2-pyrimidyl)-1-thio-D-glycero-pentofuranoside). The reactants are resultant mixture, S(C1CC[C@H](O1)CO)C1=CC=CC=C1 (phenyl 2,3-dideoxy-1-thio-D-glycero-pentofuranoside), CN(C=O)C (dimethylformamide), O (water), ClC1=NC=CC(=C1)OC (2-chloro-4-methoxypyridine), resultant mixture. The reactants are C([O-])([O-])=O.[Cs+].[Cs+] (Cesium carbonate), CC1=CC2=C(C(C3=C(C=C2)C=C(C=C3)C)C=3C(NC(NC3)=O)=O)C=C1 (5-[2,8-Dimethyl-5H-dibenzo[a,d]cyclohepten-5-yl]-2,4(1H,3H)-pyrimidinedione), ClC1=NC(=CC(=N1)Cl)Cl (2,4,6-trichloropyrimidine). Solvent: CN1C(CCC1)=O (1-methyl-2-pyrrolidinone). Product: ClC1=NC(=CC(=N1)N1C(NC(C(=C1)C1C2=C(C=CC3=C1C=CC(=C3)C)C=C(C=C2)C)=O)=O)Cl (1-[2,6-Dichloropyrimidin-4-yl]-5-[2,8-dimethyl-5H-dibenzo[a,d]cyclohepten-5-yl]-2,4(1H,3H)-pyrimidinedione). RXN SMILES: C(=O)([O-])[O-].[Cs+].[Cs+].[CH3:7][C:8]1[CH:31]=[CH:30][C:11]2[CH:12]([C:22]3[C:23](=[O:29])[NH:24][C:25](=[O:28])[NH:26][CH:27]=3)[C:13]3[CH:20]=[CH:19][C:18]([CH3:21])=[CH:17][C:14]=3[CH:15]=[CH:16][C:10]=2[CH:9]=1.[Cl:32][C:33]1[N:38]=[C:37](Cl)[CH:36]=[C:35]([Cl:40])[N:34]=1>CN1CCCC1=O>[Cl:32][C:33]1[N:38]=[C:37]([N:26]2[CH:27]=[C:22]([CH:12]3[C:13]4[CH:20]=[CH:19][C:18]([CH3:21])=[CH:17][C:14]=4[CH:15]=[CH:16][C:10]4[CH:9]=[C:8]([CH3:7])[CH:31]=[CH:30][C:11]3=4)[C:23](=[O:29])[NH:24][C:25]2=[O:28])[CH:36]=[C:35]([Cl:40])[N:34]=1 |f:0.1.2|. Procedure details: Cesium carbonate (5 g) was added to a solution of the product of example 8 step (i) (5 g) in 1-methyl-2-pyrrolidinone (50 ml). After 5 minutes 2,4,6-trichloropyrimidine (2.8 g) was added. After 2 hours the reaction was partitioned between brine and ethyl acetate. The organic phase was washed with water, dried (MgSO4) and evaporated under reduced pressure. Purification was by chromatography eluting with 30% ethyl acetate in toluene. Yield 2.9 g. The reactants are C(CCC)C=1N(C(NN1)=O)CC1=CC=C(C=C1)C1=C(C=CC=C1)C1=NN=NN1C(C1=CC=CC=C1)(C1=CC=CC=C1)C1=CC=CC=C1 (5-n-Butyl-2,4-dihydro-4-[[2'-(N-trityltetrazol-5-yl)biphenyl-4-yl]methyl]-3H-1,2,4-triazol-3-one), BrC(C(=O)OC)C1=CC=CC=C1 (methyl α-bromophenyl-acetate). The product is crude product, C(CCC)C=1N(C(N(N1)C(C1=CC=CC=C1)C(=O)OC)=O)CC1=CC=C(C=C1)C1=C(C=CC=C1)C1=NN=NN1C(C1=CC=CC=C1)(C1=CC=CC=C1)C1=CC=CC=C1 (5-n-Butyl-2-[α-(carbomethoxy)benzyl]-2,4-dihydro-4-[[2'-(N-trityltetrazol-5-yl)biphenyl-4-yl]methyl]-3H-1,2,4-triazol-3-one). Yield: 57.0%. Reaction SMILES: [CH2:1]([C:5]1[N:6]([CH2:11][C:12]2[CH:17]=[CH:16][C:15]([C:18]3[CH:23]=[CH:22][CH:21]=[CH:20][C:19]=3[C:24]3[N:28]([C:29]([C:42]4[CH:47]=[CH:46][CH:45]=[CH:44][CH:43]=4)([C:36]4[CH:41]=[CH:40][CH:39]=[CH:38][CH:37]=4)[C:30]4[CH:35]=[CH:34][CH:33]=[CH:32][CH:31]=4)[N:27]=[N:26][N:25]=3)=[CH:14][CH:13]=2)[C:7](=[O:10])[NH:8][N:9]=1)[CH2:2][CH2:3][CH3:4].Br[CH:49]([C:54]1[CH:59]=[CH:58][CH:57]=[CH:56][CH:55]=1)[C:50]([O:52][CH3:53])=[O:51]>>[CH2:1]([C:5]1[N:6]([CH2:11][C:12]2[CH:13]=[CH:14][C:15]([C:18]3[CH:23]=[CH:22][CH:21]=[CH:20][C:19]=3[C:24]3[N:28]([C:29]([C:36]4[CH:37]=[CH:38][CH:39]=[CH:40][CH:41]=4)([C:30]4[CH:31]=[CH:32][CH:33]=[CH:34][CH:35]=4)[C:42]4[CH:47]=[CH:46][CH:45]=[CH:44][CH:43]=4)[N:27]=[N:26][N:25]=3)=[CH:16][CH:17]=2)[C:7](=[O:10])[N:8]([CH:49]([C:50]([O:52][CH3:53])=[O:51])[C:54]2[CH:59]=[CH:58][CH:57]=[CH:56][CH:55]=2)[N:9]=1)[CH2:2][CH2:3][CH3:4]. Procedure: The alkylation of 5-n-butyl-2,4-dihydro-4-[[2'-(N-trityltetrazol-5-yl)biphenyl-4-yl]methyl]-3H-1,2,4-triazol-3-one (from Example 2, Step D) with methyl α-bromophenyl-acetate was carried out as described in Example 3, Step A, except 3 equivalents of the alkylating agent was used. After work-up, flash chromatography of the crude product over silica gel (50 mL for 0.24 mmole, elution with 0.5% MeOH/CH2Cl2) gave the title compound in 57% yield as an oil, homogeneous by TLC in 2% MeOH/CH2Cl2, mass sp... Starting materials: Cl.ClC(C#N)CN (alpha-chloro-beta-aminopropionitrile hydrochloride), [OH-].[Ca+2].[OH-] (calcium hydroxide). The solvent is O (water). Run at temperature 60 celsius. Product: N1C(C1)C(=O)[O-].[Ca+2].N1C(C1)C(=O)[O-] (calcium aziridine-2-carboxylate). RXN SMILES: Cl.Cl[CH:3]([CH2:6][NH2:7])[C:4]#N.[OH-:8].[Ca+2:9].[OH-:10]>O>[NH:7]1[CH2:6][CH:3]1[C:4]([O-:10])=[O:8].[Ca+2:9].[NH:7]1[CH2:6][CH:3]1[C:4]([O-:10])=[O:8] |f:0.1,2.3.4,6.7.8|. Procedure: 14.1 g of alpha-chloro-beta-aminopropionitrile hydrochloride was dissolved in 160 g of water, and with stirring, 12 g of calcium hydroxide was gradually added. Then, the reaction mixture was heated to 60° C., and reacted at 60° to 65° C. for 8 hours. After the reaction, the excess of calcium hydroxide was removed by filtration. The residue was analyzed by high-speed liquid chromatography in the same way as in Example 1. The yield of calcium aziridine-2-carboxylate formed was 92.5%. The reactants are Cl.C(C)(=O)N1[C@H](C[C@H](C2=CC(=CC=C12)C#C[Si](C(C)C)(C(C)C)C(C)C)N)C ((2S,4R)-1-acetyl-2-methyl-6-{[tris(1-methylethyl)silyl]ethynyl}-1,2,3,4-tetrahydro-4-quinolinamine hydrochloride), CC(C)([O-])C.[Na+] (sodium tert-butoxide), CN(C1=C(C=CC=C1)C1=C(C=CC=C1)P(C1CCCCC1)C1CCCCC1)C (2-(dimethylamino)-2′-(dicyclohexylphosphino)biphenyl), Intermediate 108, BrC1=NC=C(C=C1)C (2-bromo-5-methylpyridine). The reagents and catalysts are C=1C=CC(=CC1)/C=C/C(=O)/C=C/C2=CC=CC=C2.C=1C=CC(=CC1)/C=C/C(=O)/C=C/C2=CC=CC=C2.C=1C=CC(=CC1)/C=C/C(=O)/C=C/C2=CC=CC=C2.[Pd].[Pd] (tris(dibenzylideneacetone)dipalladium(0)). Conditions: temperature 100 celsius, time 1.5 hour. The product is C(C)(=O)N1[C@H](C[C@H](C2=CC(=CC=C12)C#C[Si](C(C)C)(C(C)C)C(C)C)NC1=NC=C(C=C1)C)C ((2S,4R)-1-acetyl-2-methyl-N-(5-methyl-2-pyridinyl)-6-{[tris(1-methylethyl)silyl]ethynyl}-1,2,3,4-tetrahydro-4-quinolinamine). Isolated yield 82.0%. RXN SMILES: Cl.[C:2]([N:5]1[C:14]2[C:9](=[CH:10][C:11]([C:15]#[C:16][Si:17]([CH:24]([CH3:26])[CH3:25])([CH:21]([CH3:23])[CH3:22])[CH:18]([CH3:20])[CH3:19])=[CH:12][CH:13]=2)[C@H:8]([NH2:27])[CH2:7][C@@H:6]1[CH3:28])(=[O:4])[CH3:3].Br[C:30]1[CH:35]=[CH:34][C:33]([CH3:36])=[CH:32][N:31]=1.CC(C)([O-])C.[Na+].CN(C)C1C=CC=CC=1C1C=CC=CC=1P(C1CCCCC1)C1CCCCC1>C1C=CC(/C=C/C(/C=C/C2C=CC=CC=2)=O)=CC=1.C1C=CC(/C=C/C(/C=C/C2C=CC=CC=2)=O)=CC=1.C1C=CC(/C=C/C(/C=C/C2C=CC=CC=2)=O)=CC=1.[Pd].[Pd]>[C:2]([N:5]1[C:14]2[C:9](=[CH:10][C:11]([C:15]#[C:16][Si:17]([CH:21]([CH3:23])[CH3:22])([CH:18]([CH3:20])[CH3:19])[CH:24]([CH3:26])[CH3:25])=[CH:12][CH:13]=2)[C@H:8]([NH:27][C:30]2[CH:35]=[CH:34][C:33]([CH3:36])=[CH:32][N:31]=2)[CH2:7][C@@H:6]1[CH3:28])(=[O:4])[CH3:3] |f:0.1,3.4,6.7.8.9.10|. Reported procedure: A flask was charged with (2S,4R)-1-acetyl-2-methyl-6-{[tris(1-methylethyl)silyl]ethynyl}-1,2,3,4-tetrahydro-4-quinolinamine hydrochloride (for a preparation see Intermediate 108) (130 mg, 0.309 mmol), 2-bromo-5-methylpyridine (159 mg, 0.926 mmol), sodium tert-butoxide (148 mg, 1.544 mmol), 2-(dimethylamino)-2′-(dicyclohexylphosphino)biphenyl (DavePhos) (243 mg, 0.617 mmol) and tris(dibenzylideneacetone)dipalladium(0) (283 mg, 0.309 mmol) then flushed with nitrogen and filled with degassed toluen... The reactants are COC(CNC(CNC([C@@H](NC([C@@H](NC([C@@H](NC(=O)OC(C)(C)C)COCC1=CC=CC=C1)=O)C(C)C)=O)C(C)C)=O)=O)=O (N-tert-butoxycarbonyl O-benzyl L-seryl L-valyl L-valyl glycyl glycine methyl ester), C(=O)(C(F)(F)F)O (TFA), C(=O)(C(F)(F)F)O (TFA). Solvent: C(Cl)Cl (CH2Cl2). The product is FC(C(=O)O)(F)F.COC(CNC(CNC([C@@H](NC([C@@H](N)COCC1=CC=CC=C1)=O)C(C)C)=O)=O)=O (O-benzyl L-seryl L-valyl glycyl glycine methyl ester trifluoroacetate). Yield: 92.0%. Reaction SMILES: COC(=O)CN[C:6](=[O:43])[CH2:7][NH:8][C:9](=[O:42])[C@H:10](C(C)C)[NH:11][C:12](=[O:38])[C@H:13]([CH:35]([CH3:37])[CH3:36])[NH:14][C:15](=[O:34])[C@H:16]([CH2:25][O:26][CH2:27][C:28]1[CH:33]=[CH:32][CH:31]=[CH:30][CH:29]=1)[NH:17]C(OC(C)(C)C)=O.[C:45]([OH:51])([C:47]([F:50])([F:49])[F:48])=[O:46]>C(Cl)Cl>[F:48][C:47]([F:50])([F:49])[C:45]([OH:51])=[O:46].[CH3:45][O:46][C:6](=[O:43])[CH2:7][NH:8][C:9](=[O:42])[CH2:10][NH:11][C:12](=[O:38])[C@H:13]([CH:35]([CH3:36])[CH3:37])[NH:14][C:15](=[O:34])[C@H:16]([CH2:25][O:26][CH2:27][C:28]1[CH:29]=[CH:30][CH:31]=[CH:32][CH:33]=1)[NH2:17] |f:3.4|. Procedure: N-tert-butoxycarbonyl O-benzyl L-seryl L-valyl L-valyl glycyl glycine methyl ester 24 (SEQ ID NO: 7) (0.525 g, 0.844 mmol) was dissolved in a 50% (v/v) solution of TFA in CH2Cl2 (12 mL) at room temperature. The reaction mixture was stirred for 1 h 30 min before the solvent and bulk of excess TFA were evaporated. Et2O (10 mL) was added to the liquid residue, which resulted in precipitation of a white solid. The Et2O was decanted off and the residue washed with additional portions of Et2O (2×10 mL...